This data is from the Open Reaction Database (ORD), a public repository of structured organic reaction records. The task is: describe an organic reaction: reactants, conditions, products, and yield The reactants are C(C1=CC=CC=C1)OC1=CC=C(C=C1)C1=NC2=C(N1C1CCCCC1)C=CC(=C2)C(=O)OC (Methyl 2-[4-(benzyloxy)phenyl]-1-cyclohexyl-1H-benzimidazole-5-carboxylate), [OH-].[Na+] (NaOH). Solvent: O1CCCC1 (tetrahydrofuran), C(C)O (ethanol). The product is C(C1=CC=CC=C1)OC1=CC=C(C=C1)C1=NC2=C(N1C1CCCCC1)C=CC(=C2)C(=O)O (2-[4-(Benzyloxy)phenyl]-1-cyclohexyl-1H-benzimidazole-5-carboxylic acid). Isolated yield 104.2%. Reaction SMILES: [CH2:1]([O:8][C:9]1[CH:14]=[CH:13][C:12]([C:15]2[N:19]([CH:20]3[CH2:25][CH2:24][CH2:23][CH2:22][CH2:21]3)[C:18]3[CH:26]=[CH:27][C:28]([C:30]([O:32]C)=[O:31])=[CH:29][C:17]=3[N:16]=2)=[CH:11][CH:10]=1)[C:2]1[CH:7]=[CH:6][CH:5]=[CH:4][CH:3]=1.[OH-].[Na+]>O1CCCC1.C(O)C>[CH2:1]([O:8][C:9]1[CH:14]=[CH:13][C:12]([C:15]2[N:19]([CH:20]3[CH2:21][CH2:22][CH2:23][CH2:24][CH2:25]3)[C:18]3[CH:26]=[CH:27][C:28]([C:30]([OH:32])=[O:31])=[CH:29][C:17]=3[N:16]=2)=[CH:11][CH:10]=1)[C:2]1[CH:7]=[CH:6][CH:5]=[CH:4][CH:3]=1 |f:1.2|. Reported procedure: A solution of compound 48 (0.514 g, 1.17 mmol) in tetrahydrofuran (5 mL) and ethanol (5 mL) was treated with 4 M NaOH (5 mL). The reaction mixture was refluxed for 1 h, cooled to rt, and concentrated on a rotary evaporator. The residue was dissolved in a small amount of water and made acidic with concentrated hydrochloric acid. The solid precipitate was filtered, washed with water, and dried to afford 49 as a white solid (0.52 g, 100%). ESI-MS m/e 427.3 (M+1). Yields the product Cc1ccc(-c2cc(CN3CCN(C(=O)OC(C)(C)C)CC3)c(=O)n(CC(C)C)n2)cc1F. Reactants: O=C([O-])[O-], CC#N, Cc1ccc(-c2cc(COS(C)(=O)=O)c(=O)n(CC(C)C)n2)cc1F, [K+], [K+], CC(C)(C)OC(=O)N1CCNCC1, O. Reaction SMILES: [C:26](=[O:27])([O-:28])[O-:29].[CH3:46][C:47]#[N:48].[F:1][c:2]1[cH:3][c:4](-[c:9]2[cH:10][c:11]([CH2:20][O:21][S:22]([CH3:23])(=[O:24])=[O:25])[c:12](=[O:19])[n:13]([CH2:15][CH:16]([CH3:17])[CH3:18])[n:14]2)[cH:5][cH:6][c:7]1[CH3:8].[K+:30].[K+:31].[N:32]1([C:38](=[O:39])[O:40][C:41]([CH3:42])([CH3:43])[CH3:44])[CH2:33][CH2:34][NH:35][CH2:36][CH2:37]1.[OH2:45]>>[F:1][c:2]1[cH:3][c:4](-[c:9]2[cH:10][c:11]([CH2:20][N:35]3[CH2:34][CH2:33][N:32]([C:38](=[O:39])[O:40][C:41]([CH3:42])([CH3:43])[CH3:44])[CH2:37][CH2:36]3)[c:12](=[O:19])[n:13]([CH2:15][CH:16]([CH3:17])[CH3:18])[n:14]2)[cH:5][cH:6][c:7]1[CH3:8]. Starting materials: C(C1=CC=CC=C1)OCCCCCCC(C(=O)OCCCCCCOC1=CC=C(C=C1)C1=C(C(=CC=C1)F)F)CCCCCCOCC1=CC=CC=C1 (6-[2,3-difluorobiphenyl-4'-yl]oxyhexyl 2,2-bis(6-benzyloxyhexyl)acetate). Reagents/catalysts: [Pd] (Pd-C). The solvent is O1CCCC1 (tetrahydrofuran). Reaction conditions: time 2 day. The product is OCCCCCCC(C(=O)OCCCCCCOC1=CC=C(C=C1)C1=C(C(=CC=C1)F)F)CCCCCCO (6-[2,3-difluorobiphenyl-4'-yl]oxyhexyl 2,2-bis(6-hydroxyhexyl)acetate). Isolated yield 86.4%. RXN SMILES: C([O:8][CH2:9][CH2:10][CH2:11][CH2:12][CH2:13][CH2:14][CH:15]([CH2:40][CH2:41][CH2:42][CH2:43][CH2:44][CH2:45][O:46]CC1C=CC=CC=1)[C:16]([O:18][CH2:19][CH2:20][CH2:21][CH2:22][CH2:23][CH2:24][O:25][C:26]1[CH:31]=[CH:30][C:29]([C:32]2[CH:37]=[CH:36][CH:35]=[C:34]([F:38])[C:33]=2[F:39])=[CH:28][CH:27]=1)=[O:17])C1C=CC=CC=1>[Pd].O1CCCC1>[OH:46][CH2:45][CH2:44][CH2:43][CH2:42][CH2:41][CH2:40][CH:15]([CH2:14][CH2:13][CH2:12][CH2:11][CH2:10][CH2:9][OH:8])[C:16]([O:18][CH2:19][CH2:20][CH2:21][CH2:22][CH2:23][CH2:24][O:25][C:26]1[CH:31]=[CH:30][C:29]([C:32]2[CH:37]=[CH:36][CH:35]=[C:34]([F:38])[C:33]=2[F:39])=[CH:28][CH:27]=1)=[O:17]. Procedure details: First, 4 g of 6-[2,3-difluorobiphenyl-4'-yl]oxyhexyl 2,2-bis(6-benzyloxyhexyl)acetate, 1.3 g of 10% Pd-C, and 150 ml of tetrahydrofuran were placed in a 300 ml autoclave. The mixture was stirred at room temperature for 2 days under a hydrogen pressure of 10 kg/cm2. The catalyst was filtered away and a filtrate was concentrated. Thereafter, the residue was purified by silica gel column chromatography (eluent: toluene/ethyl acetate=2/3) to obtain 2.6 g of 6-[2,3-difluorobiphenyl-4'-yl]oxyhexyl 2,2... Reactants: [N+](=O)([O-])C1=CC=C(C(=O)C2NCCC(C3=C2C=CC=C3)=O)C=C1 (1-(4-nitrobenzoyl)-2,3,4,5-tetrahydro -1H-2-benzazepin-5-one), Cl.NO (hydroxylamine hydrochloride), N1=CC=CC=C1 (pyridine). Solvent: C(C)O (ethanol). The product is ON=C1CCCN(C2=C1C=CC=C2)C(C2=CC=C(C=C2)[N+](=O)[O-])=O (5-hydroxyimino-1-(4-nitrobenzoyl)-2,3,4,5-tetrahydro-1H-1-benzazepine). Yield: 205.1%. Reaction SMILES: [N+:1]([C:4]1[CH:23]=[CH:22][C:7]([C:8](C2C3C=CC=CC=3C(=O)CCN2)=[O:9])=[CH:6][CH:5]=1)([O-:3])=[O:2].Cl.[NH2:25][OH:26].[N:27]1[CH:32]=[CH:31][CH:30]=[CH:29][CH:28]=1>C(O)C>[OH:26][N:25]=[C:29]1[C:28]2[CH:6]=[CH:5][CH:4]=[CH:23][C:22]=2[N:27]([C:8](=[O:9])[C:7]2[CH:6]=[CH:5][C:4]([N+:1]([O-:3])=[O:2])=[CH:23][CH:22]=2)[CH2:32][CH2:31][CH2:30]1 |f:1.2|. Procedure: A solution of 1-(4-nitrobenzoyl)-2,3,4,5-tetrahydro -1H-2-benzazepin-5-one (465 mg), hydroxylamine hydrochloride (209 mg) and pyridine (237 mg) in ethanol (10 ml) was stirred for 1.5 hours at 90° C. The solvent was evaporated and diluted with ethyl acetate and the solution was washed with successively water and brine. The organic phase was dried over magnesium sulfate and the solvent was evaporated in vacuo to give crude 5-hydroxyimino-1-(4-nitrobenzoyl)-2,3,4,5-tetrahydro-1H-1-benzazepine (500 ... Starting materials: CC(C)(C)OC(=O)N1CCOc2c(C#N)cccc2C1, O=C([O-])O, CCO, Cl, NO, [Na+]. The product is CC(C)(C)OC(=O)N1CCOc2c(cccc2C(=N)NO)C1. RXN SMILES: [C:1](#[N:2])[c:3]1[cH:4][cH:5][cH:6][c:7]2[c:13]1[O:12][CH2:11][CH2:10][N:9]([C:14](=[O:15])[O:16][C:17]([CH3:18])([CH3:19])[CH3:20])[CH2:8]2.[C:24](=[O:25])([OH:26])[O-:27].[CH3:29][CH2:30][OH:31].[ClH:21].[NH2:22][OH:23].[Na+:28]>>[C:1](=[NH:2])([c:3]1[cH:4][cH:5][cH:6][c:7]2[c:13]1[O:12][CH2:11][CH2:10][N:9]([C:14](=[O:15])[O:16][C:17]([CH3:18])([CH3:19])[CH3:20])[CH2:8]2)[NH:22][OH:23]. Reactants: CCCCCCCCC(F)CO, Cc1ccc(S(=O)(=O)Cl)cc1, c1ccncc1. Yields the product CCCCCCCCC(F)COS(=O)(=O)c1ccc(C)cc1. As a reaction SMILES: [F:1][CH:2]([CH2:3][OH:4])[CH2:5][CH2:6][CH2:7][CH2:8][CH2:9][CH2:10][CH2:11][CH3:12].[c:13]1([CH3:23])[cH:14][cH:15][c:16]([S:19](=[O:20])(=[O:21])[Cl:22])[cH:17][cH:18]1.[cH:24]1[cH:25][cH:26][n:27][cH:28][cH:29]1>>[F:1][CH:2]([CH2:3][O:4][S:19]([c:16]1[cH:15][cH:14][c:13]([CH3:23])[cH:18][cH:17]1)(=[O:20])=[O:21])[CH2:5][CH2:6][CH2:7][CH2:8][CH2:9][CH2:10][CH2:11][CH3:12]. Starting materials: FC=1C=C(C(=O)Cl)C=C(C1)F (3,5-difluorobenzoyl chloride), COC=1C=C(C=CC1)C1(CNCCC1)O (3-(3-methoxy-phenyl)-piperidine-3-ol). The product is FC=1C=C(C=C(C1)F)C(=O)N1CC(CCC1)(C1=CC(=CC=C1)OC)O ((3,5-difluorophenyl)-[3-hydroxy-3-(3-methoxyphenyl)-piperidine-1-yl]-methanone). RXN SMILES: [F:1][C:2]1[CH:3]=[C:4]([CH:8]=[C:9]([F:11])[CH:10]=1)[C:5](Cl)=[O:6].[CH3:12][O:13][C:14]1[CH:15]=[C:16]([C:20]2([OH:26])[CH2:25][CH2:24][CH2:23][NH:22][CH2:21]2)[CH:17]=[CH:18][CH:19]=1>>[F:1][C:2]1[CH:3]=[C:4]([C:5]([N:22]2[CH2:23][CH2:24][CH2:25][C:20]([OH:26])([C:16]3[CH:17]=[CH:18][CH:19]=[C:14]([O:13][CH3:12])[CH:15]=3)[CH2:21]2)=[O:6])[CH:8]=[C:9]([F:11])[CH:10]=1. Procedure details: The compound of Example 6 was prepared according to the general preparation protocol A from 3,5-difluorobenzoyl chloride and 3-(3-methoxy-phenyl)-piperidine-3-ol. Starting materials: C[C@@H]1[C@@H](NCCC1)C(=O)O ((+/−)-Cis-3-methylpiperidine-2-carboxylic acid), [OH-].[Na+] (NaOH), C(=O)(OCC1=CC=CC=C1)Cl (CBzCl). The solvent is O1CCOCC1 (1,4-dioxane). Run at time 18 hour. Yields the product C(C1=CC=CC=C1)OC(=O)N1[C@H]([C@H](CCC1)C)C(=O)O ((+/−)-cis-1-(benzyloxycarbonyl)-3-methylpiperidine-2-carboxylic acid). RXN SMILES: [CH3:1][C@H:2]1[CH2:7][CH2:6][CH2:5][NH:4][C@H:3]1[C:8]([OH:10])=[O:9].[OH-].[Na+].[C:13](Cl)([O:15][CH2:16][C:17]1[CH:22]=[CH:21][CH:20]=[CH:19][CH:18]=1)=[O:14]>O1CCOCC1>[CH2:16]([O:15][C:13]([N:4]1[CH2:5][CH2:6][CH2:7][C@H:2]([CH3:1])[C@@H:3]1[C:8]([OH:10])=[O:9])=[O:14])[C:17]1[CH:22]=[CH:21][CH:20]=[CH:19][CH:18]=1 |f:1.2|. Procedure: (+/−)-Cis-3-methylpiperidine-2-carboxylic acid (10.4 g, 72.9 mmol) in 1,4-dioxane (200 mL) and 1 N NaOH (218 mL, 219 mmol) was treated with CBzCl (15.4 mL, 109 mmol) and stirred for 18 h. The mixture concentrated and the resulting solid was suspended in EtOAc (200 mL) and the mixture was filtered. The solids were washed with EtOAc (3 50 mL) and the solution was dried over MgSO4. The solution was concentrated to afford (+/−)-cis-1-(benzyloxycarbonyl)-3-methylpiperidine-2-carboxylic acid, which wa... Starting materials: CCCCC1CCNCC1, Cc1cccc2oc(=O)n(CCCCl)c12. The product is CCCCC1CCN(CCCn2c(=O)oc3cccc(C)c32)CC1. Reaction SMILES: [CH2:16]([CH2:17][CH2:18][CH3:19])[CH:20]1[CH2:21][CH2:22][NH:23][CH2:24][CH2:25]1.[Cl:1][CH2:2][CH2:3][CH2:4][n:5]1[c:6](=[O:15])[o:7][c:8]2[c:9]1[c:10]([CH3:14])[cH:11][cH:12][cH:13]2>>[CH2:2]([CH2:3][CH2:4][n:5]1[c:6](=[O:15])[o:7][c:8]2[c:9]1[c:10]([CH3:14])[cH:11][cH:12][cH:13]2)[N:23]1[CH2:22][CH2:21][CH:20]([CH2:16][CH2:17][CH2:18][CH3:19])[CH2:25][CH2:24]1. Starting materials: COC(C(CC1=CC(=CC=C1)C=1C=C(C=C2C=CC=NC12)C(C)(C)S(=O)(=O)C)C1=CC=C(C=C1)S(=O)(=O)C)=O (3-{3-[6-(1-Methanesulfonyl-1-methyl-ethyl)-quinolin-8-yl]-phenyl}-2-(4-methanesulfonyl-phenyl)-propionic acid methyl ester), [Li+].[OH-] (LiOH), Cl (HCl). Run in C(C)(=O)OCC (ethyl acetate), C1CCOC1.CO.O (THF MeOH H2O). Run at temperature 21 celsius. The product is CS(=O)(=O)C(C)(C)C=1C=C2C=CC=NC2=C(C1)C=1C=C(C=CC1)CC(C(=O)O)C1=CC=C(C=C1)S(=O)(=O)C (3-{3-[6-(1-Methanesulfonyl-1-methyl-ethyl)quinolin-8-yl]-phenyl}-2-(4-methanesulfonyl-phenyl)-propionic acid). Reaction SMILES: C[O:2][C:3](=[O:39])[CH:4]([C:29]1[CH:34]=[CH:33][C:32]([S:35]([CH3:38])(=[O:37])=[O:36])=[CH:31][CH:30]=1)[CH2:5][C:6]1[CH:11]=[CH:10][CH:9]=[C:8]([C:12]2[CH:13]=[C:14]([C:22]([S:25]([CH3:28])(=[O:27])=[O:26])([CH3:24])[CH3:23])[CH:15]=[C:16]3[C:21]=2[N:20]=[CH:19][CH:18]=[CH:17]3)[CH:7]=1.[Li+].[OH-].Cl>C1COCC1.CO.O.C(OCC)(=O)C>[CH3:28][S:25]([C:22]([C:14]1[CH:15]=[C:16]2[C:21](=[C:12]([C:8]3[CH:7]=[C:6]([CH2:5][CH:4]([C:29]4[CH:30]=[CH:31][C:32]([S:35]([CH3:38])(=[O:36])=[O:37])=[CH:33][CH:34]=4)[C:3]([OH:39])=[O:2])[CH:11]=[CH:10][CH:9]=3)[CH:13]=1)[N:20]=[CH:19][CH:18]=[CH:17]2)([CH3:24])[CH3:23])(=[O:26])=[O:27] |f:1.2,4.5.6|. Procedure: To a solution of Example 7 (130 mg, 0.23 mmol) in THF/MeOH/H2O (2:2:1, 5 mL) was added LiOH (2M, 0.35 mL, 0.69 mmol). The resulting mixture was stirred at 21° C. 18 h, acidified with HCl 10% and diluted with ethyl acetate. The organic extracts were washed (H2O), (brine), dried (MgSO4), filtered and concentrated. The title compound was obtained as a white powder after sonication in ether/hexane and filtration.